From a dataset of the Open Reaction Database (ORD), a public repository of structured organic reaction records. describe an organic reaction: reactants, conditions, products, and yield Reactants: C=CCN1CCNCC1, CCn1cc(C(=O)O)c(=O)c2cc(Cl)c(Cl)cc21, Cl, c1ccncc1. Yields the product C=CCN1CCN(c2cc3c(cc2Cl)c(=O)c(C(=O)O)cn3CC)CC1. Reaction SMILES: [CH2:19]([CH:20]=[CH2:21])[N:22]1[CH2:23][CH2:24][NH:25][CH2:26][CH2:27]1.[Cl:1][c:2]1[cH:3][c:4]2[c:5](=[O:18])[c:6]([C:15](=[O:16])[OH:17])[cH:7][n:8]([CH2:13][CH3:14])[c:9]2[cH:10][c:11]1[Cl:12].[Cl:28].[cH:29]1[cH:30][cH:31][n:32][cH:33][cH:34]1>>[Cl:1][c:2]1[cH:3][c:4]2[c:5](=[O:18])[c:6]([C:15](=[O:16])[OH:17])[cH:7][n:8]([CH2:13][CH3:14])[c:9]2[cH:10][c:11]1[N:25]1[CH2:24][CH2:23][N:22]([CH2:19][CH:20]=[CH2:21])[CH2:27][CH2:26]1. Reactants: CC(C)C1=C(C(=CC=C1)C(C)C)NC(CNCC1=CC=CC=C1)=O (N-[2,6-bis(1-methylethyl)phenyl]-2-[(phenylmethyl)amino]acetamide). The reagents and catalysts are [Pd] (Pd/C). The solvent is CO (methanol). Run at time 20 hour. The product is CC(C)C1=C(C(=CC=C1)C(C)C)NC(CN)=O (N-[2,6-Bis(1-methylethyl)phenyl]-2-aminoacetamide). Isolated yield 80.2%. RXN SMILES: [CH3:1][CH:2]([C:4]1[CH:9]=[CH:8][CH:7]=[C:6]([CH:10]([CH3:12])[CH3:11])[C:5]=1[NH:13][C:14](=[O:24])[CH2:15][NH:16]CC1C=CC=CC=1)[CH3:3]>CO.[Pd]>[CH3:3][CH:2]([C:4]1[CH:9]=[CH:8][CH:7]=[C:6]([CH:10]([CH3:11])[CH3:12])[C:5]=1[NH:13][C:14](=[O:24])[CH2:15][NH2:16])[CH3:1]. Reported procedure: To a solution of N-[2,6-bis(1-methylethyl)phenyl]-2-[(phenylmethyl)amino]acetamide (Example V) (0.80 g, 2.5 mmol) in methanol (10 mL) is added 20% Pd/C (0.1 g). The mixture is stirred under an atmosphere of hydrogen for 20 hours. After filtration and concentration, flash chromatography (ethyl acetate) affords 0.47 g of the title compound as a white solid; mp 88°-95° C. The reactants are Compound 5, ClC=1C=C(C=CC1Cl)N1CCNCC1 (4-(3,4-dichlorophenyl)piperazine), C([O-])([O-])=O.[K+].[K+] (potassium carbonate), CC(CC)=O (2-butanone). Product: ClC=1C=C(C=CC1Cl)N1CCN(CC1)CCCO (3-(4-(3,4-dichlorophenyl)piperazine-1-yl)propan-1-ol). RXN SMILES: [Cl:1][C:2]1[CH:3]=[C:4]([N:9]2[CH2:14][CH2:13][NH:12][CH2:11][CH2:10]2)[CH:5]=[CH:6][C:7]=1[Cl:8].C(=O)([O-])[O-].[K+].[K+].C[C:22](=[O:25])[CH2:23][CH3:24]>>[Cl:1][C:2]1[CH:3]=[C:4]([N:9]2[CH2:14][CH2:13][N:12]([CH2:24][CH2:23][CH2:22][OH:25])[CH2:11][CH2:10]2)[CH:5]=[CH:6][C:7]=1[Cl:8] |f:1.2.3|. Procedure details: Compound 5 (0.32 mL, 3.54 mmols) was mixed with 4-(3,4-dichlorophenyl)piperazine (0.58 g, 2.5 mmols) and potassium carbonate (0.78 g, 5.6 mmols) in 15 ml 2-butanone overnight at 85° C. as described in General Procedure B to yield compound 7p and was used as is for the next reaction. MS (LC/MS, ESI): 289 (M+H).